describe an organic reaction: reactants, conditions, products, and yield From a dataset of the Open Reaction Database (ORD), a public repository of structured organic reaction records. Reactants: CC=1C(=NC=CC1OCC(F)(F)F)CSC1=NC2=C(N1)C=CC=C2 (2-[[[3-Methyl-4-(2,2,2-trifluoroethoxy)-2-pyridinyl]methyl]thio]-1H-benzimidazole), O (water), C(=O)(OCC)C(O)C(O)C(=O)OCC ((+)-diethyl tartrate), C(C)(C)N(CC)C(C)C (Diisopropylethylamine), [O-]O.C1(=CC=CC=C1)C(C)C (cumene hydroperoxide). The reagents and catalysts are CC([O-])C.[Ti+4].CC([O-])C.CC([O-])C.CC([O-])C (Titanium(IV) isopropoxide). Solvent: C1(=CC=CC=C1)C (toluene). Reaction conditions: time 30 minute. Yields the product CC=1C(=NC=CC1OCC(F)(F)F)C[S@@](=O)C1=NC2=C(N1)C=CC=C2 ((R)-2-[[[3-methyl-4-(2,2,2-trifluoroethoxy)-2-pyridinyl]methyl]sulfinyl]-1H-benzimidazole). Reaction SMILES: [CH3:1][C:2]1[C:3]([CH2:14][S:15][C:16]2[NH:20][C:19]3[CH:21]=[CH:22][CH:23]=[CH:24][C:18]=3[N:17]=2)=[N:4][CH:5]=[CH:6][C:7]=1[O:8][CH2:9][C:10]([F:13])([F:12])[F:11].O.C(C(C(C(OCC)=O)O)O)(OCC)=[O:27].C(N(C(C)C)CC)(C)C.[O-]O.C1(C(C)C)C=CC=CC=1>CC(C)[O-].[Ti+4].CC(C)[O-].CC(C)[O-].CC(C)[O-].C1(C)C=CC=CC=1>[CH3:1][C:2]1[C:3]([CH2:14][S@:15]([C:16]2[NH:17][C:18]3[CH:24]=[CH:23][CH:22]=[CH:21][C:19]=3[N:20]=2)=[O:27])=[N:4][CH:5]=[CH:6][C:7]=1[O:8][CH2:9][C:10]([F:12])([F:11])[F:13] |f:4.5,6.7.8.9.10|. Reported procedure: 2-[[[3-Methyl-4-(2,2,2-trifluoroethoxy)-2-pyridinyl]methyl]thio]-1H-benzimidazole monohydrate (6 kg, 16.2 mol) was dried in vacuo at 80° C. for 21 hours to give 2-[[[3-methyl-4-(2,2,2-trifluoroethoxy)-2-pyridinyl]methyl]thio]-1H-benzimidazole (5.73 kg, water content 0.0364%). 2-[[[3-Methyl-4-(2,2,2-trifluoroethoxy)-2-pyridinyl]methyl]thio]-1H-benzimidazole (5.00 kg, 14.1 mol, containing water 1.82 g), toluene (25 L), water (13.18 g, 0.732 mol, as total water content 0.833 mol) and (+)-diethyl ta...